Dataset: the Open Reaction Database (ORD), a public repository of structured organic reaction records. Task: describe an organic reaction: reactants, conditions, products, and yield Reactants: BrC(C(=O)OC)C1=CC(=CC=C1)OC (methyl 2-bromo-2-(3-methoxyphenyl)acetate), product, OC1=CC=C(C=C1)C(C(=O)OC)(C)NC (methyl 2-(4-hydroxyphenyl)-2-methylaminopropionate). The product is COC=1C=C(C=CC1)C(C(=O)OC)NC (Methyl 2-(3-methoxyphenyl)-2-methylaminoacetate). As a reaction SMILES: Br[CH:2]([C:7]1[CH:12]=[CH:11][CH:10]=[C:9]([O:13][CH3:14])[CH:8]=1)[C:3]([O:5][CH3:6])=[O:4].OC1C=CC([C:22]([NH:28]C)(C)C(OC)=O)=CC=1>>[CH3:14][O:13][C:9]1[CH:8]=[C:7]([CH:2]([NH:28][CH3:22])[C:3]([O:5][CH3:6])=[O:4])[CH:12]=[CH:11][CH:10]=1. Reported procedure: Starting from 14.5 g of methyl 2-bromo-2-(3-methoxyphenyl)acetate, 7.5 g of product are prepared by the process used above when preparing methyl 2-(4-hydroxyphenyl)-2-methylaminopropionate (yellow oil; Yd=65%).